Dataset: the Open Reaction Database (ORD), a public repository of structured organic reaction records. Task: describe an organic reaction: reactants, conditions, products, and yield Starting materials: COc1ccc(CN(C(=O)[O-])C(CCC(=O)Cc2ccc([N+](=O)[O-])cc2)C(O[Si](C)(C)C(C)(C)C)c2ccc(Cl)nc2)cc1, ClCCl, O=C(O)C(F)(F)F. Product: CC(C)(C)[Si](C)(C)OC(c1ccc(Cl)nc1)C1CCC(Cc2ccc([N+](=O)[O-])cc2)=N1. RXN SMILES: [CH3:1][O:2][c:3]1[cH:4][cH:5][c:6]([CH2:7][N:8]([C:10](=[O:11])[O-:26])[CH:12]([CH2:13][CH2:14][C:15](=[O:9])[CH2:16][c:17]2[cH:18][cH:19][c:20]([N+:23](=[O:24])[O-:25])[cH:21][cH:22]2)[CH:27]([c:28]2[cH:29][n:30][c:31]([Cl:34])[cH:32][cH:33]2)[O:35][Si:36]([CH3:37])([CH3:38])[C:39]([CH3:40])([CH3:41])[CH3:42])[cH:43][cH:44]1.[Cl:52][CH2:53][Cl:54].[OH:45][C:46]([C:47]([F:48])([F:49])[F:50])=[O:51]>>[N:8]1=[C:15]([CH2:16][c:17]2[cH:18][cH:19][c:20]([N+:23](=[O:24])[O-:25])[cH:21][cH:22]2)[CH2:14][CH2:13][CH:12]1[CH:27]([c:28]1[cH:29][n:30][c:31]([Cl:34])[cH:32][cH:33]1)[O:35][Si:36]([CH3:37])([CH3:38])[C:39]([CH3:40])([CH3:41])[CH3:42]. Starting materials: BrC1=CC=CC=C1 (bromo benzene), COC=1C=C2C=CC(=CC2=CC1)C(=O)C=1N=CN(C1)C(C1=CC=CC=C1)(C1=CC=CC=C1)C1=CC=CC=C1 ((6-methoxynaphthalen-2-yl)-(1-trityl-1H-imidazol-4-yl)ketone). The product is N1C=NC(=C1)C(O)(C1=CC=CC=C1)C1=CC2=CC=C(C=C2C=C1)OC (1-(1H-Imidazol-4-yl)-1-(6-methoxynaphthalen-2-yl)-1-phenylmethanol). RXN SMILES: Br[C:2]1[CH:7]=[CH:6][CH:5]=[CH:4][CH:3]=1.[CH3:8][O:9][C:10]1[CH:11]=[C:12]2[C:17](=[CH:18][CH:19]=1)[CH:16]=[C:15]([C:20]([C:22]1[N:23]=[CH:24][N:25](C(C3C=CC=CC=3)(C3C=CC=CC=3)C3C=CC=CC=3)[CH:26]=1)=[O:21])[CH:14]=[CH:13]2>>[NH:25]1[CH:26]=[C:22]([C:20]([C:15]2[CH:14]=[CH:13][C:12]3[C:17](=[CH:18][CH:19]=[C:10]([O:9][CH3:8])[CH:11]=3)[CH:16]=2)([C:2]2[CH:7]=[CH:6][CH:5]=[CH:4][CH:3]=2)[OH:21])[N:23]=[CH:24]1. Reported procedure: In a similar manner to that described in Example 6-(i), the reaction of bromo benzene (0.85 ml) with (6-methoxynaphthalen-2-yl)-(1-trityl-1H-imidazol-4-yl)ketone (1.0 g) was carried out. The reaction mixture was purified by silica gel column chromatography (eluent, hexane:ethyl acetate=3:1→2:1) to give the titled compound (0.98 g) as a pale yellow powder. The reactants are solid, Cl.Cl.O1CCC2=C1C=CC=C2C2CCN(CC2)CC[C@@H]2CC[C@H](CC2)N (trans-4-{2-[4-(2,3-dihydro-benzofuran-4-yl)-piperidin-1-yl]-ethyl}-cyclohexylamine dihydrochloride), Cl.Cl.O1CCC2=C1C=CC=C2C2CCN(CC2)CC[C@@H]2CC[C@H](CC2)N (trans-4-{2-[4-(2,3-dihydro-benzofuran-4-yl)-piperidin-1-yl]-ethyl}-cyclohexylamine dihydrochloride), C1(CCC1)CC(=O)O (2-cyclobutyl-acetic acid). Yields the product C1(CCC1)CC(=O)N[C@@H]1CC[C@H](CC1)CCN1CCC(CC1)C1=CC=CC2=C1CCO2 (trans-2-Cyclobutyl-N-(4-{2-[4-(2,3-dihydro-benzofuran-4-yl)-piperidin-1-yl]-ethyl}-cyclohexyl)-acetamide). RXN SMILES: Cl.Cl.[O:3]1[C:7]2[CH:8]=[CH:9][CH:10]=[C:11]([CH:12]3[CH2:17][CH2:16][N:15]([CH2:18][CH2:19][C@H:20]4[CH2:25][CH2:24][C@H:23]([NH2:26])[CH2:22][CH2:21]4)[CH2:14][CH2:13]3)[C:6]=2[CH2:5][CH2:4]1.[CH:27]1([CH2:31][C:32](O)=[O:33])[CH2:30][CH2:29][CH2:28]1>>[CH:27]1([CH2:31][C:32]([NH:26][C@H:23]2[CH2:22][CH2:21][C@H:20]([CH2:19][CH2:18][N:15]3[CH2:16][CH2:17][CH:12]([C:11]4[C:6]5[CH2:5][CH2:4][O:3][C:7]=5[CH:8]=[CH:9][CH:10]=4)[CH2:13][CH2:14]3)[CH2:25][CH2:24]2)=[O:33])[CH2:30][CH2:29][CH2:28]1 |f:0.1.2|. Procedure details: The title compound, off-white solid (53 mg, 50%), MS (ISP) m/z=425.3 [(M+H)+], mp 196° C., was prepared in accordance with the general method of example 1 from trans-4-{2-[4-(2,3-dihydro-benzofuran-4-yl)-piperidin-1-yl]-ethyl}-cyclohexylamine dihydro chloride (intermediate B) (100 mg, 0.25 mmol) and 2-cyclobutyl-acetic acid. Starting materials: NCCCN (1,3-diaminopropane), ClC=1C=C(CCl)C=CC1Cl (3,4-dichlorobenzylchloride). Solvent: C1CCOC1 (THF), C1CCOC1 (THF). Conditions: time 15 minute. Product: NCCCNCC1=CC(=C(C=C1)Cl)Cl (N-(3-Aminoprop-1-yl)-3,4-dichlorobenzylamine). RXN SMILES: [NH2:1][CH2:2][CH2:3][CH2:4][NH2:5].[Cl:6][C:7]1[CH:8]=[C:9]([CH:12]=[CH:13][C:14]=1[Cl:15])[CH2:10]Cl>C1COCC1>[NH2:1][CH2:2][CH2:3][CH2:4][NH:5][CH2:10][C:9]1[CH:12]=[CH:13][C:14]([Cl:15])=[C:7]([Cl:6])[CH:8]=1. Procedure details: To 1,3-diaminopropane (42 ml) in dry THF (200 ml) at 60° C. was added dropwise a solution of 3,4-dichlorobenzylchloride (13.9 ml, 100 mmol) in 90 ml dry THF over 3 h. The mixture was kept at 60° C. for an additional 15 min and then kept at 25° C. for 3 days. The precipitate was removed by filtration and the mother liquor concentrated in vacuo. The residue was partitioned between water and t-butyl methyl ether (TBME). To the organic layer was added aq. HCl (2 M) and the mixture was filtered. The ... Reactants: N1C(=O)C(=O)C2=CC=CC=C12 (isatin), CC=1SC2=C(N1)C=C(C=C2)O (2-methylbenzo[d]thiazol-5-ol), resultant suspension, C(C)(C)[Mg]Cl (isopropylmagnesium chloride). Run in [Cl-].[NH4+] (ammonium chloride), C(C)(=O)OCC (ethyl acetate), O1CCCC1 (tetrahydrofuran). Conditions: time 48 hour. Product: OC1(C(NC2=CC=CC=C12)=O)C1=CC2=C(N=C(S2)C)C=C1O (3-hydroxy-3-(5-hydroxy-2-methyl-1,3-benzothiazol-6-yl)-1,3-dihydro-2H-indol-2-one). Isolated yield 62.1%. As a reaction SMILES: [CH3:1][C:2]1[S:3][C:4]2[CH:10]=[CH:9][C:8]([OH:11])=[CH:7][C:5]=2[N:6]=1.C([Mg]Cl)(C)C.[NH:17]1[C:27]2[C:22](=[CH:23][CH:24]=[CH:25][CH:26]=2)[C:20](=[O:21])[C:18]1=[O:19]>O1CCCC1.[Cl-].[NH4+].C(OCC)(=O)C>[OH:21][C:20]1([C:9]2[C:8]([OH:11])=[CH:7][C:5]3[N:6]=[C:2]([CH3:1])[S:3][C:4]=3[CH:10]=2)[C:22]2[C:27](=[CH:26][CH:25]=[CH:24][CH:23]=2)[NH:17][C:18]1=[O:19] |f:4.5|. Reported procedure: To a cooled (0° C.) solution of 2-methylbenzo[d]thiazol-5-ol (4.0 g, 24.0 mmol) in anhydrous tetrahydrofuran (50 mL) was added isopropylmagnesium chloride (2 M solution in tetrahydrofuran, 12.0 mL, 24.0 mmol). The resultant suspension was stirred at 0° C. for 0.5 h and isatin (3.1 g, 21.2 mmol) was added in one portion. The reaction mixture was stirred at ambient temperature for 48 h and was diluted with a saturated aqueous solution of ammonium chloride (80 mL) and ethyl acetate (200 mL). The ph...